From a dataset of the Open Reaction Database (ORD), a public repository of structured organic reaction records. describe an organic reaction: reactants, conditions, products, and yield Reactants: ClC1=C(OCC(=O)NC2=CC(=C(C=C2)OCCN(CC)CC)[N+](=O)[O-])C=CC(=C1)C(F)(F)F (2-(2-chloro-4-trifluoromethyl-phenoxy)-N-[4-(2-diethylamino-ethoxy)-3-nitro-phenyl]-acetamide). Reagents/catalysts: [Ni] (Raney nickel). The product is NC=1C=C(C=CC1OCCN(CC)CC)NC(COC1=C(C=C(C=C1)C(F)(F)F)Cl)=O (N-[3-amino-4-(2-diethylamino-ethoxy)-phenyl]-2-(2-chloro-4-trifluoromethyl -phenoxy)-acetamide). RXN SMILES: [Cl:1][C:2]1[CH:29]=[C:28]([C:30]([F:33])([F:32])[F:31])[CH:27]=[CH:26][C:3]=1[O:4][CH2:5][C:6]([NH:8][C:9]1[CH:14]=[CH:13][C:12]([O:15][CH2:16][CH2:17][N:18]([CH2:21][CH3:22])[CH2:19][CH3:20])=[C:11]([N+:23]([O-])=O)[CH:10]=1)=[O:7]>[Ni]>[NH2:23][C:11]1[CH:10]=[C:9]([NH:8][C:6](=[O:7])[CH2:5][O:4][C:3]2[CH:26]=[CH:27][C:28]([C:30]([F:31])([F:32])[F:33])=[CH:29][C:2]=2[Cl:1])[CH:14]=[CH:13][C:12]=1[O:15][CH2:16][CH2:17][N:18]([CH2:19][CH3:20])[CH2:21][CH3:22]. Procedure details: A suspension of 330 mg (0.674 mmol) 2-(2-chloro-4-trifluoromethyl-phenoxy)-N-[4-(2-diethylamino-ethoxy)-3-nitro-phenyl]-acetamide (Example 160) and 200 mg Raney nickel was hydrogenated at RT and 3 bar. The catalyst was filtered off and the filtrate evaporated down i. vac. Reactants: BrC1CCN(C2=C(C1=O)C=CC=C2)C(C2=CC=C(C=C2)[N+](=O)[O-])=O (4-bromo-1,2,3,4-tetrahydro-1-(4-nitrobenzoyl)-5H-1-benzazepin-5-one), C(C)(=S)N (thioacetamide). Run in C(C)O (ethyl alcohol). Product: CC=1SC=2CCN(C3=C(C2N1)C=CC=C3)C(C3=CC=C(C=C3)[N+](=O)[O-])=O (5,6-Dihydro-2-methyl-6-(4-nitrobenzoyl)-4H-thiazolo[5,4-d][1]benzazepine). Yield: 96.7%. As a reaction SMILES: Br[CH:2]1[C:8](=O)[C:7]2[CH:10]=[CH:11][CH:12]=[CH:13][C:6]=2[N:5]([C:14](=[O:24])[C:15]2[CH:20]=[CH:19][C:18]([N+:21]([O-:23])=[O:22])=[CH:17][CH:16]=2)[CH2:4][CH2:3]1.[C:25]([NH2:28])(=[S:27])[CH3:26]>C(O)C>[CH3:26][C:25]1[S:27][C:2]2[CH2:3][CH2:4][N:5]([C:14](=[O:24])[C:15]3[CH:20]=[CH:19][C:18]([N+:21]([O-:23])=[O:22])=[CH:17][CH:16]=3)[C:6]3[CH:13]=[CH:12][CH:11]=[CH:10][C:7]=3[C:8]=2[N:28]=1. Procedure: A mixture of 1.19 g of 4-bromo-1,2,3,4-tetrahydro-1-(4-nitrobenzoyl)-5H-1-benzazepin-5-one and 0.230 g of thioacetamide in 4 ml of ethyl alcohol is refluxed under argon for 18 hours. The volatiles are evaporated in vacuo to a residue which is partitioned between CHCl3 and 10% NaHCO3. The organic layer is separated and washed twice with water. The organic layer is separated, dried (MgSO4) and evaporated in vacuo to give 1.08 g of yellow foam which is purified by flash chromatography on silica by ...